Dataset: the Open Reaction Database (ORD), a public repository of structured organic reaction records. Task: describe an organic reaction: reactants, conditions, products, and yield The reactants are ClC=1C=CC(=C2CCC(NC12)=O)O (8-chloro-5-hydroxy-3,4-dihydrocarbostyril), C([O-])([O-])=O.[K+].[K+] (potassium carbonate), C(Cl)C1CO1 (epichlorohydrin). Run in C(C)(C)O (isopropyl alcohol). Reaction conditions: time 6 hour. Yields the product ClC=1C=CC(=C2CCC(NC12)=O)OCC1CO1 (8-chloro-5-(2,3-epoxypropoxy)-3,4-dihydrocarbostyril). As a reaction SMILES: [Cl:1][C:2]1[CH:3]=[CH:4][C:5]([OH:13])=[C:6]2[C:11]=1[NH:10][C:9](=[O:12])[CH2:8][CH2:7]2.C(=O)([O-])[O-].[K+].[K+].[CH2:20]([CH:22]1[O:24][CH2:23]1)Cl>C(O)(C)C>[Cl:1][C:2]1[CH:3]=[CH:4][C:5]([O:13][CH2:20][CH:22]2[O:24][CH2:23]2)=[C:6]2[C:11]=1[NH:10][C:9](=[O:12])[CH2:8][CH2:7]2 |f:1.2.3|. Procedure: 20.0 Grams of 8-chloro-5-hydroxy-3,4-dihydrocarbostyril and 18 g of potassium carbonate are suspended in 160 ml of isopropyl alcohol, then 40 ml of epichlorohydrin are added and the reaction is carried out at 70°-80° C. for 6 hours. The reaction mixture is concentrated under reduced pressure and the thus-obtained residue is stirred with 100 ml of 2N-sodium hydroxide under cooling conditions. The insoluble matter is separated by filtration, washed with water and dried. The crude crystals are recr... The reactants are CCCn1cc(Cc2ccc(C(=O)OC)cc2OC)c2cc(C=CCC(=O)O)ccc21, CCOC(C)=O, C1CCOC1. Yields the product CCCn1cc(Cc2ccc(C(=O)OC)cc2OC)c2cc(CCCC(=O)O)ccc21. RXN SMILES: [C:1](=[O:2])([OH:3])[CH2:4][CH:5]=[CH:6][c:7]1[cH:8][c:9]2[c:10]([CH2:19][c:20]3[c:21]([O:30][CH3:31])[cH:22][c:23]([C:24](=[O:25])[O:26][CH3:27])[cH:28][cH:29]3)[cH:11][n:12]([CH2:16][CH2:17][CH3:18])[c:13]2[cH:14][cH:15]1.[CH3:32][CH2:33][O:34][C:35](=[O:36])[CH3:37].[O:38]1[CH2:39][CH2:40][CH2:41][CH2:42]1>>[C:1](=[O:2])([OH:3])[CH2:4][CH2:5][CH2:6][c:7]1[cH:8][c:9]2[c:10]([CH2:19][c:20]3[c:21]([O:30][CH3:31])[cH:22][c:23]([C:24](=[O:25])[O:26][CH3:27])[cH:28][cH:29]3)[cH:11][n:12]([CH2:16][CH2:17][CH3:18])[c:13]2[cH:14][cH:15]1. Reaction conditions: temperature 0 celsius, time 1 hour. Reported procedure: A solution of (S)-tert-butyl (4-methyl-1-oxopentan-2-yl)carbamate (1.3 g, 6.04 mmol) in diethyl ether (50 mL) was cooled to −78° C. and treated with methyl magnesium bromide (1.4 M in diethyl ether) (8.63 mL, 12.08 mmol). The slurry was stirred at 0° C. for 1 h and then stirred for an additional hour at RT. The reaction mixture was quenched with NH4Cl. The reaction mixture was extracted with diethyl ether (3×100 mL). The combined organic layers were washed with brine, dried over MgSO4, and conce... Product: OC(C)[C@H](CC(C)C)NC(OC(C)(C)C)=O (tert-butyl ((3S)-2-hydroxy-5-methylhexan-3-yl)carbamate). The reactants are CC(C[C@@H](C=O)NC(OC(C)(C)C)=O)C ((S)-tert-butyl (4-methyl-1-oxopentan-2-yl)carbamate), C[Mg]Br (methyl magnesium bromide). Solvent: C(C)OCC (diethyl ether). Yield: 71.5%. Reaction SMILES: [CH3:1][CH:2]([CH3:15])[CH2:3][C@H:4]([NH:7][C:8](=[O:14])[O:9][C:10]([CH3:13])([CH3:12])[CH3:11])[CH:5]=[O:6].[CH3:16][Mg]Br>C(OCC)C>[OH:6][CH:5]([C@@H:4]([NH:7][C:8](=[O:14])[O:9][C:10]([CH3:13])([CH3:12])[CH3:11])[CH2:3][CH:2]([CH3:15])[CH3:1])[CH3:16]. The reactants are C(C)(=O)OCC (ethyl acetate), ClC=1C2=C(SC1)C(=CC=C2)CNC (3-chloro-N-methylbenzo[b]thiophene-7-methanamine), C([O-])([O-])=O.[K+].[K+] (potassium carbonate), ClC=CCCl (1,3-dichloropropene). Run in CS(=O)C (dimethyl sulfoxide). Reaction conditions: temperature 50 celsius, time 17 hour. The product is ClC=1C2=C(SC1)C(=CC=C2)CN(C)C\C=C\Cl ((E)-3-Chloro-N-(3-chloro-2-propenyl)-N-methylbenzo[b]thiophene-7-methanamine). Yield: 73.0%. As a reaction SMILES: [Cl:1][C:2]1[C:3]2[CH:10]=[CH:9][CH:8]=[C:7]([CH2:11][NH:12][CH3:13])[C:4]=2[S:5][CH:6]=1.[Cl:14][CH:15]=[CH:16][CH2:17]Cl.C(=O)([O-])[O-].[K+].[K+].C(OCC)(=O)C>CS(C)=O>[Cl:1][C:2]1[C:3]2[CH:10]=[CH:9][CH:8]=[C:7]([CH2:11][N:12]([CH2:17]/[CH:16]=[CH:15]/[Cl:14])[CH3:13])[C:4]=2[S:5][CH:6]=1 |f:2.3.4|. Reported procedure: To a solution of 0.22 g (1.0 mmol) of 3-chloro-N-methylbenzo[b]thiophene-7-methanamine in 3 ml of dimethyl sulfoxide were added 0.12 ml. (1.2 mmol) of 1,3-dichloropropene (E/Z=9/1) and 0.21 g (1.5 mmol) of ground potassium carbonate. The mixture was stirred for 17 hours at 50° C., and poured into 50 ml of ethyl acetate. The organic layer was washed with 25 ml x 2 of water and 10 ml of saturated sodium chloride aqueous solution, dried over anhydrous magnesium sulfate and then concentrated under r... Starting materials: CCOC(=O)CBr, O=C([O-])[O-], CC(=O)CC(C)C, CO, COc1cc(C=CC(=O)NC2CCC(C)CC2)ccc1O, [K+], [K+]. Product: CCOC(=O)COc1ccc(C=CC(=O)NC2CCC(C)CC2)cc1OC. As a reaction SMILES: [Br:30][CH2:31][C:32](=[O:33])[O:34][CH2:35][CH3:36].[C:1](=[O:2])([O-:3])[O-:4].[CH3:37][C:38]([CH2:39][CH:40]([CH3:41])[CH3:42])=[O:43].[CH3:7][OH:8].[CH3:9][CH:10]1[CH2:11][CH2:12][CH:13]([NH:16][C:17]([CH:18]=[CH:19][c:20]2[cH:21][c:22]([O:27][CH3:28])[c:23]([OH:26])[cH:24][cH:25]2)=[O:29])[CH2:14][CH2:15]1.[K+:5].[K+:6]>>[CH3:9][CH:10]1[CH2:11][CH2:12][CH:13]([NH:16][C:17]([CH:18]=[CH:19][c:20]2[cH:21][c:22]([O:27][CH3:28])[c:23]([O:26][CH2:31][C:32](=[O:33])[O:34][CH2:35][CH3:36])[cH:24][cH:25]2)=[O:29])[CH2:14][CH2:15]1. Starting materials: CCI, COc1ccc(NC(=O)c2ccc(OC)cc2)cc1, CS(C)=O, [H-], [Na+], O. Yields the product CCN(C(=O)c1ccc(OC)cc1)c1ccc(OC)cc1. Reaction SMILES: [CH2:22]([CH3:23])[I:24].[CH3:1][O:2][c:3]1[cH:4][cH:5][c:6]([C:7](=[O:8])[NH:9][c:10]2[cH:11][cH:12][c:13]([O:16][CH3:17])[cH:14][cH:15]2)[cH:18][cH:19]1.[CH3:26][S:27](=[O:28])[CH3:29].[H-:20].[Na+:21].[OH2:25]>>[CH3:1][O:2][c:3]1[cH:4][cH:5][c:6]([C:7](=[O:8])[N:9]([c:10]2[cH:11][cH:12][c:13]([O:16][CH3:17])[cH:14][cH:15]2)[CH2:22][CH3:23])[cH:18][cH:19]1. The reactants are BrC=1C=CC(=C(C1)C(C)=O)O (1-(5-bromo-2-hydroxy-phenyl)-ethanone), FC=1C=C(C=O)C=CC1 (3-fluorobenzaldehyde), borax. Run in C(C)O (ethanol), O (H2O), O (H2O). The product is BrC=1C=C2C(CC(OC2=CC1)C1=CC(=CC=C1)F)=O (6-bromo-2-(3-fluorophenyl)chroman-4-one). Yield: 36.9%. RXN SMILES: [Br:1][C:2]1[CH:3]=[CH:4][C:5]([OH:11])=[C:6]([C:8](=[O:10])[CH3:9])[CH:7]=1.[F:12][C:13]1[CH:14]=[C:15]([CH:18]=[CH:19][CH:20]=1)[CH:16]=O>C(O)C.O>[Br:1][C:2]1[CH:7]=[C:6]2[C:5](=[CH:4][CH:3]=1)[O:11][CH:16]([C:15]1[CH:18]=[CH:19][CH:20]=[C:13]([F:12])[CH:14]=1)[CH2:9][C:8]2=[O:10]. Procedure: A mixture of 1-(5-bromo-2-hydroxy-phenyl)-ethanone (15 g, 0.07 mol), 3-fluorobenzaldehyde (8.7 g, 0.07 mol) and borax (26.7 g, 0.07 mol) in ethanol (90 mL) and H2O (150 mL) was refluxed for one day. The reaction mixture was cooled, diluted with an equal volume of H2O, and extracted with ethyl acetate. The organic layer was dried over anhydrous Na2SO4, filtered, and evaporated to give 6-bromo-2-(3-fluorophenyl)chroman-4-one (8.3 g, 37%). 1H-NMR (CDCl3): 2.93 (d, 1H), 3.03 (m, 1H), 5.47 (d, 1H), 7...